This data is from the Open Reaction Database (ORD), a public repository of structured organic reaction records. The task is: describe an organic reaction: reactants, conditions, products, and yield Reactants: OC1=CC=C(C=C1)N1N=C(C=C1C1=CC=C(C=C1)S(=O)(=O)C)C(=O)N (1-(4-hydroxyphenyl)-5-[4-(methylsulfonyl)phenyl]pyrazole-3-carboxamide), CS(=O)(=O)Cl (methanesulfonyl chloride). Run in N1=CC=CC=C1 (pyridine). Run at temperature 50 celsius, time 5 hour. The product is CS(=O)(=O)C1=CC=C(C=C1)C1=CC(=NN1C1=CC=C(C=C1)OS(=O)(=O)C)C#N (5-[4-(methylsulfonyl)phenyl]-1-[4-(methylsulfonyloxy)-phenyl]pyrazole-3-carbonitrile). Yield: 52.0%. As a reaction SMILES: [OH:1][C:2]1[CH:7]=[CH:6][C:5]([N:8]2[C:12]([C:13]3[CH:18]=[CH:17][C:16]([S:19]([CH3:22])(=[O:21])=[O:20])=[CH:15][CH:14]=3)=[CH:11][C:10]([C:23]([NH2:25])=O)=[N:9]2)=[CH:4][CH:3]=1.[CH3:26][S:27](Cl)(=[O:29])=[O:28]>N1C=CC=CC=1>[CH3:22][S:19]([C:16]1[CH:17]=[CH:18][C:13]([C:12]2[N:8]([C:5]3[CH:6]=[CH:7][C:2]([O:1][S:27]([CH3:26])(=[O:29])=[O:28])=[CH:3][CH:4]=3)[N:9]=[C:10]([C:23]#[N:25])[CH:11]=2)=[CH:14][CH:15]=1)(=[O:21])=[O:20]. Procedure details: A mixture of 1-(4-hydroxyphenyl)-5-[4-(methylsulfonyl)phenyl]pyrazole-3-carboxamide (1.3 g) and methanesulfonyl chloride (2.5 g) in pyridine (20 ml) was stirred at 50° C. for 5 hours. The solvent was evaporated, and dilute hydrochloric acid and ethyl acetate was added to the residue. The organic layer was washed with water, dried and concentrated. The residue was purified by column chromatography on silica gel (20 g) eluting with a mixture of chloroform and methanol (20:1) to give crystals of 5-... The reactants are [H-].[Al+3].[Li+].[H-].[H-].[H-] (lithium aluminium hydride), C(C)OC(=O)C=1C=C(C=CC1)N1C=NC=C1 (1-(3-ethoxycarbonylphenyl)imidazole), ice water, C(Cl)(Cl)Cl.CO (chloroform methanol). The solvent is C(C)OCC (ethyl ether). Reaction conditions: time 2 hour. Yields the product OCC=1C=C(C=CC1)N1C=NC=C1 (1-(3-hydroxymethylphenyl)imidazole). Yield: 86.4%. Reaction SMILES: C([O:3][C:4]([C:6]1[CH:7]=[C:8]([N:12]2[CH:16]=[CH:15][N:14]=[CH:13]2)[CH:9]=[CH:10][CH:11]=1)=O)C.[H-].[Al+3].[Li+].[H-].[H-].[H-].C(Cl)(Cl)Cl.CO>C(OCC)C>[OH:3][CH2:4][C:6]1[CH:7]=[C:8]([N:12]2[CH:16]=[CH:15][N:14]=[CH:13]2)[CH:9]=[CH:10][CH:11]=1 |f:1.2.3.4.5.6,7.8|. Procedure details: 230 mg of 1-(3-ethoxycarbonylphenyl)imidazole see J. Am. Chem. Soc., 79, 4922 (1957)1 was dissolved in ml of ethyl ether, and 50 mg of lithium aluminium hydride was added. The mixture was stirred at room temperature for 2 hours. The reaction mixture was poured into ice water. The organic layer was separated and dried over anhydrous magnesium sulfate. The desiccant was separated by filtration. The solvent was evaporated and then the residue was purified by silica gel column chromatography Wakogel...